The task is: describe an organic reaction: reactants, conditions, products, and yield. This data is from the Open Reaction Database (ORD), a public repository of structured organic reaction records. Starting materials: [N+](=O)([O-])C=1C(=NC=CC1)N1C(=CC=C1)C=O (1-(3-nitro-2-pyridinyl)-1H-pyrrole-2-carboxaldehyde). Reagents/catalysts: [Pd] (Pd/C). Solvent: C(C)(=O)OCC (ethyl acetate). Run at time 3 hour. Yields the product N1=CC=CC=2NCC=3N(C21)C=CC3 (5,6-Dihydropyrido[3,2-e]pyrrolo[1,2-a]pyrazine). Yield: 134.8%. RXN SMILES: [N+:1]([C:4]1[C:5]([N:10]2[CH:14]=[CH:13][CH:12]=[C:11]2[CH:15]=O)=[N:6][CH:7]=[CH:8][CH:9]=1)([O-])=O>C(OCC)(=O)C.[Pd]>[N:6]1[C:5]2[N:10]3[CH:14]=[CH:13][CH:12]=[C:11]3[CH2:15][NH:1][C:4]=2[CH:9]=[CH:8][CH:7]=1. Procedure: To a suspension of 8.0 g of 1-(3-nitro-2-pyridinyl)-1H-pyrrole-2-carboxaldehyde in 150 ml of ethyl acetate is added 800 mg of 10% Pd/C. The mixture is shaken in a Parr hydrogenator for 3 hours and then filtered through diatomaceous earth. The filtrate is concentrated under vacuum to give 8.5 g of solid. The solid is purified by chromatography over silica gel with solvent hexane-ethyl acetate (2:1) as solvent to give 2.6 g of product as white crystals, m.p. 92°-94° C. and 1.6 g of pyrido[3,2-a]py... The reactants are C(C)(=O)Cl (acetylchloride), C(C)(C)N(C(C)C)CC (N,N-diisopropylethylamine), C(C1=CC=CC=C1)[C@H]1CN(CCN1)CC1=CC=C(C=C1)C1=C(C=CC(=C1)C)Cl (3-(S)-benzyl-1-(2′-chloro-5′-methyl-biphenyl-4-ylmethyl)-piperazine). Run in C(Cl)Cl (DCM), C1CCOC1 (THF). Reaction conditions: time 8 hour. The product is C(C1=CC=CC=C1)[C@@H]1N(CCN(C1)CC1=CC=C(C=C1)C1=C(C=CC(=C1)C)Cl)C(C)=O (1-[2-(S)-Benzyl-4-(2′-chloro-5′-methyl-biphenyl-4-ylmethyl)-piperazin-1-yl]-ethanone). RXN SMILES: [CH2:1]([C@@H:8]1[NH:13][CH2:12][CH2:11][N:10]([CH2:14][C:15]2[CH:20]=[CH:19][C:18]([C:21]3[CH:26]=[C:25]([CH3:27])[CH:24]=[CH:23][C:22]=3[Cl:28])=[CH:17][CH:16]=2)[CH2:9]1)[C:2]1[CH:7]=[CH:6][CH:5]=[CH:4][CH:3]=1.[C:29](Cl)(=[O:31])[CH3:30].C(N(CC)C(C)C)(C)C>C1COCC1.C(Cl)Cl>[CH2:1]([C@H:8]1[CH2:9][N:10]([CH2:14][C:15]2[CH:20]=[CH:19][C:18]([C:21]3[CH:26]=[C:25]([CH3:27])[CH:24]=[CH:23][C:22]=3[Cl:28])=[CH:17][CH:16]=2)[CH2:11][CH2:12][N:13]1[C:29](=[O:31])[CH3:30])[C:2]1[CH:7]=[CH:6][CH:5]=[CH:4][CH:3]=1. Procedure details: This compound was made in the following manner: 50 mg of 3-(S)-benzyl-1-(2′-chloro-5′-methyl-biphenyl-4-ylmethyl)-piperazine was dissolved in THF, 2 equiv. of acetylchloride and 2 equiv. of N,N-diisopropylethylamine were added. The reaction was stirred at room temperature overnight. The reaction was diluted with DCM, washed with saturated aqueous sodium bicarbonate solution, then dried over sodium sulfate, filtered and concentrated in vacuo. The crude residue was purified by column chromatograph... Reactants: [N+](=O)([O-])[O-].[Na+] (Sodium nitrate), NC=1C=C(C(=O)OC)C=CC1[C@@H](C)NC(C)=O (methyl (R)-3-amino-4-(1-acetamidoethyl)benzoate), N1=CC=CC=C1.F (hydrogen fluoride-pyridine), ice water. Conditions: time 1 hour. Yields the product C(C)(=O)N[C@H](C)C1=C(C=C(C(=O)OC)C=C1)F (methyl (R)-4-(1-acetamidoethyl)-3-fluorobenzoate). RXN SMILES: [N+]([O-])([O-])=O.[Na+].N[C:7]1[CH:8]=[C:9]([CH:14]=[CH:15][C:16]=1[C@H:17]([NH:19][C:20](=[O:22])[CH3:21])[CH3:18])[C:10]([O:12][CH3:13])=[O:11].N1C=CC=CC=1.[FH:29]>>[C:20]([NH:19][C@@H:17]([C:16]1[CH:15]=[CH:14][C:9]([C:10]([O:12][CH3:13])=[O:11])=[CH:8][C:7]=1[F:29])[CH3:18])(=[O:22])[CH3:21] |f:0.1,3.4|. Reported procedure: Sodium nitrate (640 mg) was added to a solution of methyl (R)-3-amino-4-(1-acetamidoethyl)benzoate (2 g) in hydrogen fluoride-pyridine (20 ml) under ice-cooling, and the mixture was stirred at room temperature for 1 hour. After the reaction, the reaction mixture was poured into ice water and extracted with chloroform. The extract was washed with water, dried and concentrated. The obtained residue was purified by silica gel column chromatography (chloroform:methanol=50:1) to give 690 mg of methyl... Reactants: C=CCOC(=O)NC(Cc1cc(C2CCCN2S(=O)(=O)c2cc(Cl)cc(Cl)c2)no1)C(=O)OCC, CO, Cl, [Li+], C1CCOC1, [OH-]. Product: C=CCOC(=O)NC(Cc1cc(C2CCCN2S(=O)(=O)c2cc(Cl)cc(Cl)c2)no1)C(=O)O. RXN SMILES: [CH2:6]([CH3:7])[O:8][C:9]([CH:10]([CH2:11][c:12]1[cH:13][c:14]([CH:17]2[N:18]([S:22](=[O:23])(=[O:24])[c:25]3[cH:26][c:27]([Cl:32])[cH:28][c:29]([Cl:31])[cH:30]3)[CH2:19][CH2:20][CH2:21]2)[n:15][o:16]1)[NH:33][C:34](=[O:35])[O:36][CH2:37][CH:38]=[CH2:39])=[O:40].[CH3:44][OH:45].[ClH:43].[Li+:41].[O:1]1[CH2:2][CH2:3][CH2:4][CH2:5]1.[OH-:42]>>[O:8]=[C:9]([CH:10]([CH2:11][c:12]1[cH:13][c:14]([CH:17]2[N:18]([S:22](=[O:23])(=[O:24])[c:25]3[cH:26][c:27]([Cl:32])[cH:28][c:29]([Cl:31])[cH:30]3)[CH2:19][CH2:20][CH2:21]2)[n:15][o:16]1)[NH:33][C:34](=[O:35])[O:36][CH2:37][CH:38]=[CH2:39])[OH:40]. The reactants are [H-].[Al+3].[Li+].[H-].[H-].[H-] (Lithium aluminium hydride), N[C@H]([C@@H](C(=O)N)C)C1=CC=CC=C1 ((2S,3R)-3-amino-2-methyl-3-phenylpropionamide). The solvent is O1CCCC1 (tetrahydrofuran). Run at time 45 minute. The product is C[C@@H]([C@@H](N)C1=CC=CC=C1)CN ((1R,2R)-2-methyl-1-phenyl-1.3-propanediamine). RXN SMILES: [H-].[Al+3].[Li+].[H-].[H-].[H-].[NH2:7][C@@H:8]([C:14]1[CH:19]=[CH:18][CH:17]=[CH:16][CH:15]=1)[C@H:9]([CH3:13])[C:10]([NH2:12])=O>O1CCCC1>[CH3:13][C@H:9]([CH2:10][NH2:12])[C@H:8]([C:14]1[CH:19]=[CH:18][CH:17]=[CH:16][CH:15]=1)[NH2:7] |f:0.1.2.3.4.5|. Procedure details: Lithium aluminium hydride (2.3 g, 60.60 mmol) was added in portions to a stirring solution of (2S,3R)-3-amino-2-methyl-3-phenylpropionamide (2.6 g, 14.59 mmol) in tetrahydrofuran (54 ml) at ice-bath temperature. After 45 min, the mixture was heated at reflux for 16 h. With ice-bath cooling, the reaction was quenched by the portionwise addition of sodium sulfate decahydrate and some methanol until hydrogen evolution ceased. The solids were removed by filtration and washed with dichloromethane. Th... Reactants: C#Cc1ccc(C)cc1, CCNCC, I[Cu]I, Nc1ccccc1I, O, Cl[Pd]Cl, c1ccc(P(c2ccccc2)c2ccccc2)cc1, c1ccc(P(c2ccccc2)c2ccccc2)cc1. Yields the product Cc1ccc(C#Cc2ccccc2N)cc1. As a reaction SMILES: [C:9](#[CH:10])[c:11]1[cH:12][cH:13][c:14]([CH3:17])[cH:15][cH:16]1.[CH2:19]([NH:20][CH2:21][CH3:22])[CH3:23].[Cu:65]([I:66])[I:67].[I:1][c:2]1[c:3]([NH2:4])[cH:5][cH:6][cH:7][cH:8]1.[OH2:18].[Pd:24]([Cl:25])[Cl:26].[c:27]1([P:28]([c:29]2[cH:30][cH:31][cH:32][cH:33][cH:34]2)[c:35]2[cH:36][cH:37][cH:38][cH:39][cH:40]2)[cH:41][cH:42][cH:43][cH:44][cH:45]1.[c:46]1([P:47]([c:48]2[cH:49][cH:50][cH:51][cH:52][cH:53]2)[c:54]2[cH:55][cH:56][cH:57][cH:58][cH:59]2)[cH:60][cH:61][cH:62][cH:63][cH:64]1>>[c:2]1([C:10]#[C:9][c:11]2[cH:12][cH:13][c:14]([CH3:17])[cH:15][cH:16]2)[c:3]([NH2:4])[cH:5][cH:6][cH:7][cH:8]1.